This data is from the Open Reaction Database (ORD), a public repository of structured organic reaction records. The task is: describe an organic reaction: reactants, conditions, products, and yield The reactants are FC(C(=O)O)(F)F.CS(=O)(=O)C1=CC=C(OC2=C3C(=NC=N2)N(N=C3)C3CCNCC3)C=C1 (4-(4-methanesulfonyl-phenoxy)-1-piperidin-4-yl-1H-pyrazolo[3,4-d]pyrimidine trifluoroacetate salt), FC(C(=O)O)(F)F.CS(=O)(=O)C1=CC=C(OC2=C3C(=NC=N2)N(N=C3)C3CCNCC3)C=C1 (4-(4-methanesulfonyl-phenoxy)-1-piperidin-4-yl-1H-pyrazolo[3,4-d]pyrimidine trifluoroacetate salt), C(CC(C)C)(=O)Cl (isovaleryl chloride). Yields the product CS(=O)(=O)C1=CC=C(OC2=C3C(=NC=N2)N(N=C3)C3CCN(CC3)C(CC(C)C)=O)C=C1 (1-{4-[4-(4-Methanesulfonyl-phenoxy)-pyrazolo[3,4-d]pyrimidin-1-yl]-piperidin-1-yl}-3-methyl-butan-1-one). Reaction SMILES: FC(F)(F)C(O)=O.[CH3:8][S:9]([C:12]1[CH:33]=[CH:32][C:15]([O:16][C:17]2[N:22]=[CH:21][N:20]=[C:19]3[N:23]([CH:26]4[CH2:31][CH2:30][NH:29][CH2:28][CH2:27]4)[N:24]=[CH:25][C:18]=23)=[CH:14][CH:13]=1)(=[O:11])=[O:10].[C:34](Cl)(=[O:39])[CH2:35][CH:36]([CH3:38])[CH3:37]>>[CH3:8][S:9]([C:12]1[CH:13]=[CH:14][C:15]([O:16][C:17]2[N:22]=[CH:21][N:20]=[C:19]3[N:23]([CH:26]4[CH2:27][CH2:28][N:29]([C:34](=[O:39])[CH2:35][CH:36]([CH3:38])[CH3:37])[CH2:30][CH2:31]4)[N:24]=[CH:25][C:18]=23)=[CH:32][CH:33]=1)(=[O:11])=[O:10] |f:0.1|. Reported procedure: 1-{4-[4-(4-Methanesulfonyl-phenoxy)-pyrazolo[3,4-d]pyrimidin-1-yl]-piperidin-1-yl}-3-methyl-butan-1-one was prepared according to General Procedure I by the reaction of 4-(4-methanesulfonyl-phenoxy)-1-piperidin-4-yl-1H-pyrazolo[3,4-d]pyrimidine trifluoroacetate salt (Intermediate 27) with isovaleryl chloride (available from Aldrich Chemical Company, Inc., Milwaukee, Wis., USA). 1H NMR (400 MHz, DMSO-d6) δ 0.93 (d, 6H, J=6.2 Hz), 1.93-2.06 (m, 4H), 2.25-2.28 (m, 2H), 2.80-2.85 (m, 1H), 3.30 (meth... Starting materials: [Al+3], CC(C)(C)c1cccc(C(=O)O)c1, [H-], [H-], [H-], [H-], [Li+], [Na+], [OH-], O. Product: CC(C)(C)c1cccc(CO)c1. Reaction SMILES: [Al+3:2].[C:7]([CH3:8])([CH3:9])([CH3:10])[c:11]1[cH:12][c:13]([C:14](=[O:15])[OH:16])[cH:17][cH:18][cH:19]1.[H-:1].[H-:4].[H-:5].[H-:6].[Li+:3].[Na+:21].[OH-:20].[OH2:22]>>[C:7]([CH3:8])([CH3:9])([CH3:10])[c:11]1[cH:12][c:13]([CH2:14][OH:15])[cH:17][cH:18][cH:19]1. Reactants: ClC(C(F)(F)F)(Cl)Cl (1,1,1-trichlorotrifluoroethane), C(C)(=O)OC(C)=O (acetic anhydride), crude product, [Cl-].[Al+3].[Cl-].[Cl-] (aluminum chloride), C(C)C1=C(OCCCCCOCC=O)C(=CC(=C1)OCC=C(Cl)Cl)CC (5-(2,6-diethyl-4-(3,3-dichloro-2-propenyloxy)phenoxy)pentyloxyacetaldehyde). The reagents and catalysts are [Zn] (zinc). Run in CN(C=O)C (N,N-dimethylformamide). Reaction conditions: time 1 hour. Product: C(C)C=1C=C(C=C(C1OCCCCCOC\C=C(\C(F)(F)F)/Cl)CC)OCC=C(Cl)Cl ((Z)-3,5-diethyl-1-(3,3-dichloro-2-propenyloxy)-4-(5-(3-chloro-4,4,4-trifluoro-2-butenyloxy)pentyloxy)benzene). The yield is 192.5%. Reaction SMILES: [Cl-].[Al+3].[Cl-].[Cl-].[Cl:5][C:6](Cl)(Cl)[C:7]([F:10])([F:9])[F:8].[CH2:13]([C:15]1[CH:30]=[C:29]([O:31][CH2:32][CH:33]=[C:34]([Cl:36])[Cl:35])[CH:28]=[C:27]([CH2:37][CH3:38])[C:16]=1[O:17][CH2:18][CH2:19][CH2:20][CH2:21][CH2:22][O:23][CH2:24][CH:25]=O)[CH3:14].C(OC(=O)C)(=O)C>[Zn].CN(C)C=O>[CH2:13]([C:15]1[CH:30]=[C:29]([O:31][CH2:32][CH:33]=[C:34]([Cl:35])[Cl:36])[CH:28]=[C:27]([CH2:37][CH3:38])[C:16]=1[O:17][CH2:18][CH2:19][CH2:20][CH2:21][CH2:22][O:23][CH2:24]/[CH:25]=[C:6](\[Cl:5])/[C:7]([F:10])([F:9])[F:8])[CH3:14] |f:0.1.2.3|. Procedure details: To a mixture of 0.12 g of aluminum chloride and 50 ml of N,N-dimethylformamide was added 3.04 g of 1,1,1-trichlorotrifluoroethane. After stirring at room temperature for 1 hour, 1.21 g of 5-(2,6-diethyl-4-(3,3-dichloro-2-propenyloxy)phenoxy)pentyloxyacetaldehyde was added, and the reaction mixture was further stirred at room temperature for 4 hours, to which 1.38 g of acetic anhydride was added. After stirring at room temperature for 1 hour, 0.88 g of zinc dust was added, and the reaction mixtur... The reactants are C([O-])([O-])=O.[Cs+].[Cs+] (cesium carbonate), saturated aq. solution, C(#N)C1=CC2=C(N(C(=N2)C(C2=C3C=CN(C3=C(C=C2OC)C)C(=O)OC(C)(C)C)O)COCC[Si](C)(C)C)C=C1 ((±)-tert-butyl 4-((5-cyano-1-((2-(trimethylsilyl)ethoxy)methyl)-1H-benzo[d]imidazol-2-yl)(hydroxy)methyl)-5-methoxy-7-methyl-1H-indole-1-carboxylate), C(#N)C=1C=CC2=C(N(C(=N2)C(C2=C3C=CN(C3=C(C=C2OC)C)C(=O)OC(C)(C)C)O)COCC[Si](C)(C)C)C1 ((±)-tert-butyl 4-((6-cyano-1-((2-(trimethylsilyl)ethoxy)methyl)-1H-benzo[d]imidazol-2-yl)(hydroxy)methyl)-5-methoxy-7-methyl-1H-indole-1-carboxylate), [Cl-].[NH4+] (ammonium chloride), CCCC[N+](CCCC)(CCCC)CCCC.[F-] (TBAF). Run in C(C)(=O)OCC (ethyl acetate), CO (MeOH), C1CCOC1 (THF). Conditions: temperature 50 celsius, time 5 hour. Yields the product OC(C1=NC2=C(N1)C=CC(=C2)C#N)C2=C1C=CNC1=C(C=C2OC)C ((±)-2-(Hydroxy(5-methoxy-7-methyl-1H-indol-4-yl)methyl)-1H-benzo[d]imidazole-5-carbonitrile). RXN SMILES: [C:1]([C:3]1[CH:40]=[CH:39][C:6]2[N:7](COCC[Si](C)(C)C)[C:8]([CH:10]([OH:30])[C:11]3[C:19]([O:20][CH3:21])=[CH:18][C:17]([CH3:22])=[C:16]4[C:12]=3[CH:13]=[CH:14][N:15]4C(OC(C)(C)C)=O)=[N:9][C:5]=2[CH:4]=1)#[N:2].C(C1C=CC2N=C(C(O)C3C(OC)=CC(C)=C4C=3C=CN4C(OC(C)(C)C)=O)N(COCC[Si](C)(C)C)C=2C=1)#N.CCCC[N+](CCCC)(CCCC)CCCC.[F-].[Cl-].[NH4+].C(=O)([O-])[O-].[Cs+].[Cs+]>C1COCC1.C(OCC)(=O)C.CO>[OH:30][CH:10]([C:11]1[C:19]([O:20][CH3:21])=[CH:18][C:17]([CH3:22])=[C:16]2[C:12]=1[CH:13]=[CH:14][NH:15]2)[C:8]1[NH:7][C:6]2[CH:39]=[CH:40][C:3]([C:1]#[N:2])=[CH:4][C:5]=2[N:9]=1 |f:2.3,4.5,6.7.8|. Reported procedure: A mixture of (±)-tert-butyl 4-((5-cyano-1-((2-(trimethylsilyl)ethoxy)methyl)-1H-benzo[d]imidazol-2-yl)(hydroxy)methyl)-5-methoxy-7-methyl-1H-indole-1-carboxylate and (±)-tert-butyl 4-((6-cyano-1-((2-(trimethylsilyl)ethoxy)methyl)-1H-benzo[d]imidazol-2-yl)(hydroxy)methyl)-5-methoxy-7-methyl-1H-indole-1-carboxylate (0.3 g, 0.533 mmol) was dissolved in THF (5.33 mL). TBAF (5.34 mL, 5.34 mmol) was added to the solution and the reaction was stirred at 50° C. for 5 hours. The reaction was diluted with... Reaction SMILES: [CH3:1][O:2][C:3](=[O:4])[c:5]1[n:6][cH:7][cH:8][c:9]([Cl:11])[cH:10]1.[CH3:23][OH:24].[Cl:25][c:26]1[cH:27][cH:28][cH:29][cH:30][cH:31]1.[F:12][c:13]1[c:14]([OH:22])[cH:15][cH:16][c:17]([N+:19](=[O:20])[O-:21])[cH:18]1>>[CH3:1][O:2][C:3](=[O:4])[c:5]1[n:6][cH:7][cH:8][c:9]([O:22][c:14]2[c:13]([F:12])[cH:18][c:17]([N+:19](=[O:20])[O-:21])[cH:16][cH:15]2)[cH:10]1. Starting materials: COC(=O)c1cc(Cl)ccn1, CO, Clc1ccccc1, O=[N+]([O-])c1ccc(O)c(F)c1. Product: COC(=O)c1cc(Oc2ccc([N+](=O)[O-])cc2F)ccn1. The reactants are C(\C=C\C(=O)O)(=O)O (fumaric acid), ClCCl (dichloromethane), C(C1=CC=CC=C1)N(C)CCO (2-(N-benzyl-N-methylamino)-ethanol), C(C1=CC=CC=C1)OC(=O)C1=C(NC2=CC=NC(=C2C1C1=C(C=CC=C1)C(F)(F)F)OC(C)C)C ((-)-1,4-dihydro-5-isopropoxy-2-methyl-4-(2-trifluoromethylphenyl)-1,6-naphthyridine-3-carboxylic acid benzyl ester). Reported procedure: To a solution of 21.05 g 2-(N-benzyl-N-methylamino)-ethanol in 42 mL toluene are added under nitrogen 0.74 g sodium hydride (80%). After stirring for 30 minites a solution of 8.42 g (0.0174 mole) (-)-1,4-dihydro-5-isopropoxy-2-methyl-4-(2-trifluoromethylphenyl)-1,6-naphthyridine-3-carboxylic acid benzyl ester is added dropwise. The reaction mixture is stirred under nitrogen and the exclusion of moisture for 4 hours by heating to boiling temperature under reflux. The reaction mixture is subsequen... As a reaction SMILES: [CH2:1]([N:8]([CH2:10][CH2:11][OH:12])[CH3:9])[C:2]1[CH:7]=[CH:6][CH:5]=[CH:4][CH:3]=1.C([O:20][C:21]([C:23]1[CH:32]([C:33]2[CH:38]=[CH:37][CH:36]=[CH:35][C:34]=2[C:39]([F:42])([F:41])[F:40])[C:31]2[C:26](=[CH:27][CH:28]=[N:29][C:30]=2[O:43][CH:44]([CH3:46])[CH3:45])[NH:25][C:24]=1[CH3:47])=O)C1C=CC=CC=1.C(O)(=O)/C=C/C(O)=O.ClCCl>C1(C)C=CC=CC=1.C(OCC)(=O)C>[CH3:9][N:8]([CH2:10][CH2:11][O:12][C:21]([C:23]1[CH:32]([C:33]2[CH:38]=[CH:37][CH:36]=[CH:35][C:34]=2[C:39]([F:42])([F:41])[F:40])[C:31]2[C:26](=[CH:27][CH:28]=[N:29][C:30]=2[O:43][CH:44]([CH3:45])[CH3:46])[NH:25][C:24]=1[CH3:47])=[O:20])[CH2:1][C:2]1[CH:7]=[CH:6][CH:5]=[CH:4][CH:3]=1. Solvent: C(C)(=O)OCC (ethyl acetate), C1(=CC=CC=C1)C (toluene). The product is CN(CC1=CC=CC=C1)CCOC(=O)C1=C(NC2=CC=NC(=C2C1C1=C(C=CC=C1)C(F)(F)F)OC(C)C)C ((-)-1,4-dihydro-5-isopropoxy-2-methyl-4-(2-trifluoromethylphenyl)-1,6-naphthyridine-3-carboxylic acid [2-(N-methyl-N-phenylmethylamino)ethyl]ester). The reactants are C(C)OC(CNC1=NC=C(C=C1[N+](=O)[O-])I)=O ((5-Iodo-3-nitro-pyridin-2-ylamino)-acetic acid ethyl ester), ( 2 ). The solvent is C(C)O (ethanol). Product: IC1=CC2=C(NCC(N2)=O)N=C1 (7-Iodo-3,4-dihydro-1H-pyrido[2,3-b]pyrazin-2-one), rust. Isolated yield 59.0%. As a reaction SMILES: C([O:3][C:4](=O)[CH2:5][NH:6][C:7]1[C:12]([N+:13]([O-])=O)=[CH:11][C:10]([I:16])=[CH:9][N:8]=1)C>C(O)C>[I:16][C:10]1[CH:9]=[N:8][C:7]2[NH:6][CH2:5][C:4](=[O:3])[NH:13][C:12]=2[CH:11]=1. Procedure: (5-Iodo-3-nitro-pyridin-2-ylamino)-acetic acid ethyl ester (17 g) was dissolved in ethanol. SnCl22H2O was added and the reaction mixture was heated to 80° C. for two (2) hours. The resulting precipitate was filtered and washed with ethanol to give the title compound as a rust colored solid (59-77% yield). M.p. 81° C., LCMS: m/z=275.91 (M+H+), 1H-NMR (DMSO-d6, 400 MHz) δ 3.94 (s, 2H), 6.94 (bs, 1H), 7.12 (d, J=1.8 Hz, 1H), 7.74 (s, J=1.8 Hz, 1H), 10.40 (bs, 1H).